From a dataset of the Open Reaction Database (ORD), a public repository of structured organic reaction records. describe an organic reaction: reactants, conditions, products, and yield Starting materials: FC1=CC=C(C=C1)C1(OCCO1)CCCN1C2CC(CC1CC2)=O (8-[3-[2-(4-fluorophenyl)-1,3-dioxolan-2-yl]propyl]-8-azabicyclo[3.2.1]octan-3-one), Cl (hydrochloric acid), O1CCCC1 (tetrahydrofuran), O (water). Run in CC(=O)C (acetone), C(C)OCC (diethyl ether). Conditions: time 4 hour. Product: FC1=CC=C(C(=O)C2CC3CCC(C2)N3CCCC(=O)C3=CC=C(C=C3)F)C=C1 (4-[3-(4-fluorobenzoyl)-8-azabicyclo[3.2.1]oct-8-yl]-1-(4-fluorophenyl)-1-butanone). As a reaction SMILES: [F:1][C:2]1[CH:7]=[CH:6][C:5]([C:8]2([CH2:13][CH2:14][CH2:15][N:16]3[CH:21]4[CH2:22][CH2:23][CH:17]3[CH2:18][C:19](=O)[CH2:20]4)[O:12]CCO2)=[CH:4][CH:3]=1.[O:25]1[CH2:29][CH2:28][CH2:27][CH2:26]1.O.Cl>CC(C)=O.C(OCC)C>[F:1][C:2]1[CH:3]=[CH:4][C:28]([C:29]([CH:19]2[CH2:18][CH:17]3[N:16]([CH2:15][CH2:14][CH2:13][C:8]([C:5]4[CH:4]=[CH:3][C:2]([F:1])=[CH:7][CH:6]=4)=[O:12])[CH:21]([CH2:22][CH2:23]3)[CH2:20]2)=[O:25])=[CH:27][CH:26]=1. Procedure details: To the resulting suspension is added dropwise with stirring, a solution of 3.33 g. (0.01 mol) 8-[3-[2-(4-fluorophenyl)-1,3-dioxolan-2-yl]propyl]-8-azabicyclo[3.2.1]octan-3-one in 50 ml. dry tetrahydrofuran over 20 minutes while the reaction temperature is maintained between -65° C. to -75° C. The cold reaction mixture is then permitted to stir for 11/2 hours, then allowed to warm to room temperature, after which it is placed in an oil bath at +60° to 65° for 4 hours. After standing for about 16 ... Reactants: COC(=O)CCCCCCCCCCBr, O=C([O-])[O-], CC(C)=O, [K+], [K+], Oc1ccc(I)cc1. Yields the product COC(=O)CCCCCCCCCCOc1ccc(I)cc1. As a reaction SMILES: [Br:1][CH2:2][CH2:3][CH2:4][CH2:5][CH2:6][CH2:7][CH2:8][CH2:9][CH2:10][CH2:11][C:12](=[O:13])[O:14][CH3:15].[C:24](=[O:25])([O-:26])[O-:27].[CH3:30][C:31](=[O:32])[CH3:33].[K+:28].[K+:29].[OH:16][c:17]1[cH:18][cH:19][c:20]([I:21])[cH:22][cH:23]1>>[CH2:2]([CH2:3][CH2:4][CH2:5][CH2:6][CH2:7][CH2:8][CH2:9][CH2:10][CH2:11][C:12](=[O:13])[O:14][CH3:15])[O:16][c:17]1[cH:18][cH:19][c:20]([I:21])[cH:22][cH:23]1. Reactants: NC1=CC=C(C=C1)C1(C2=CC=CC=C2C=2C=CC=CC12)C1=CC=C(C=C1)N (9,9-bis(4-aminophenyl)fluorene), [N+](=O)([O-])C=1C=C2C(C(=O)OC2=O)=CC1 (4-nitrophthalic anhydride). Run in C(C)(=O)O (acetic acid). Yields the product [N+](=O)([O-])C=1C=C2C(C(=O)N(C2=O)C2=CC=C(C=C2)C2(C3=CC=CC=C3C=3C=CC=CC23)C2=CC=C(C=C2)N2C(C=3C(C2=O)=CC(=CC3)[N+](=O)[O-])=O)=CC1 (9,9-Bis{4-(4-nitrophthalimido)phenyl}fluorene). Isolated yield 73.0%. As a reaction SMILES: [NH2:1][C:2]1[CH:7]=[CH:6][C:5]([C:8]2([C:21]3[CH:26]=[CH:25][C:24]([NH2:27])=[CH:23][CH:22]=3)[C:20]3[CH:19]=[CH:18][CH:17]=[CH:16][C:15]=3[C:14]3[C:9]2=[CH:10][CH:11]=[CH:12][CH:13]=3)=[CH:4][CH:3]=1.[N+:28]([C:31]1[CH:32]=[C:33]2[C:38](=[O:39])O[C:35](=[O:36])[C:34]2=[CH:40][CH:41]=1)([O-:30])=[O:29]>C(O)(=O)C>[N+:28]([C:31]1[CH:32]=[C:33]2[C:38](=[O:39])[N:1]([C:2]3[CH:3]=[CH:4][C:5]([C:8]4([C:21]5[CH:22]=[CH:23][C:24]([N:27]6[C:38](=[O:39])[C:33]7=[CH:32][C:31]([N+:28]([O-:30])=[O:29])=[CH:41][CH:40]=[C:34]7[C:35]6=[O:36])=[CH:25][CH:26]=5)[C:9]5[CH:10]=[CH:11][CH:12]=[CH:13][C:14]=5[C:15]5[C:20]4=[CH:19][CH:18]=[CH:17][CH:16]=5)=[CH:6][CH:7]=3)[C:35](=[O:36])[C:34]2=[CH:40][CH:41]=1)([O-:30])=[O:29]. Reported procedure: A mixture of 9,9-bis(4-aminophenyl)fluorene (3.5 g, 10 mmol) and 40 ml of acetic acid was stirred and then 4-nitrophthalic anhydride (4.1 g, 21 mmol) was added to the mixture. The resulting mixture was stirred and heated under reflux for 7 hours. After cooling, the beige-colored precipitate was filtered, washed with acetic acid (2×100 ml) and then with water (500 ml). The washed precipitate was recrystallized from dimethylformamide-methanol to provide the title compound as an off-white powder (5... Starting materials: NC1=C(C=CC(=C1)OCCOCC1=CC=CC=C1)[N+](=O)[O-] (2-amino-4-(2-benzyloxyethoxy)-1-nitrobenzene), CO (methanol), S(=O)([O-])S(=O)[O-].[Na+].[Na+] (sodium hydrosulfite). The solvent is O (water). The product is NC1=C(C=C(C=C1)OCCOCC1=CC=CC=C1)N (1,2-diamino-4-(2-benzyloxyethoxy)benzene). RXN SMILES: [NH2:1][C:2]1[CH:7]=[C:6]([O:8][CH2:9][CH2:10][O:11][CH2:12][C:13]2[CH:18]=[CH:17][CH:16]=[CH:15][CH:14]=2)[CH:5]=[CH:4][C:3]=1[N+:19]([O-])=O.CO.S(S([O-])=O)([O-])=O.[Na+].[Na+]>O>[NH2:19][C:3]1[CH:4]=[CH:5][C:6]([O:8][CH2:9][CH2:10][O:11][CH2:12][C:13]2[CH:14]=[CH:15][CH:16]=[CH:17][CH:18]=2)=[CH:7][C:2]=1[NH2:1] |f:2.3.4|. Reported procedure: 1.6 G. of 2-amino-4-(2-benzyloxyethoxy)-1-nitrobenzene is treated in 100 ml. of methanol and 50 ml. of water with 10 g. of sodium hydrosulfite (Na2S2O4) on the steam bath for 15 minutes. The reaction mixture is concentrated under vacuum and extracted with chloroform. Evaporation of the extract affords 1,2-diamino-4-(2-benzyloxyethoxy)benzene.